Dataset: the Open Reaction Database (ORD), a public repository of structured organic reaction records. Task: describe an organic reaction: reactants, conditions, products, and yield Starting materials: C(C)[BH-](CC)CC.[Li+] (Lithium triethylborohydride), C(C)(=O)OCC (ethyl acetate), O (water), C(C)(C)(C)OC(=O)N1[C@@H](CCC1)COS(=O)(=O)C (2-(S)-methanesulfonyloxymethyl-pyrrolidine-1-carboxylic acid tert-butyl ester), C(C)(C)(C)OC(=O)N1[C@@H](CCC1)COS(=O)(=O)C (2-(S)-methanesulfonyloxymethyl-pyrrolidine-1-carboxylic acid tert-butyl ester). Run in C1CCOC1 (THF), O1CCCC1 (tetrahydrofuran). Reaction conditions: temperature 0 celsius. Yields the product C(C)(C)(C)OC(=O)N1[C@@H](CCC1)C (2-(R)-methyl-pyrrolidine-1-carboxylic tert-butyl ester). Yield: 83.0%. As a reaction SMILES: [C:1]([O:5][C:6]([N:8]1[CH2:12][CH2:11][CH2:10][C@H:9]1[CH2:13]OS(C)(=O)=O)=[O:7])([CH3:4])([CH3:3])[CH3:2].C([BH-](CC)CC)C.[Li+].C(OCC)(=O)C.O>O1CCCC1>[C:1]([O:5][C:6]([N:8]1[CH2:12][CH2:11][CH2:10][C@H:9]1[CH3:13])=[O:7])([CH3:4])([CH3:2])[CH3:3] |f:1.2|. Reported procedure: A solution of 2-(S)-methanesulfonyloxymethyl-pyrrolidine-1-carboxylic acid tert-butyl ester (compound (3), 4.6 g, 0.016 mol) in anhydrous tetrahydrofuran (50 mL, THF) was cooled to 0° C. 1.0 M Lithium triethylborohydride in THF (38 mL, 3.17 g, 0.029 mol) was added dropwise to the reaction mixture while maintaining reaction temperature below 0° C. The reaction mixture was refluxed for overnight (˜11 hour). HPLC showed absence of starting material. Reaction mixture was cooled to 0° C. and ethyl ac... The reactants are CCOC(=O)NOC(=O)OCC, CN(C)C=O, CCOC(C)=O, CCOP(=O)(CC(C)CCl)OCC, [K], O. Product: CCOC(=O)ON(CC(C)CP(=O)(OCC)OCC)C(=O)OCC. As a reaction SMILES: [CH2:15]([CH3:16])[O:17][C:18](=[O:19])[O:20][NH:21][C:22]([O:23][CH2:24][CH3:25])=[O:26].[CH3:27][N:28]([CH3:29])[CH:30]=[O:31].[CH3:32][CH2:33][O:34][C:35](=[O:36])[CH3:37].[Cl:1][CH2:2][CH:3]([CH2:4][P:5]([O:6][CH2:7][CH3:8])([O:9][CH2:10][CH3:11])=[O:12])[CH3:13].[K:14].[OH2:38]>>[CH2:2]([CH:3]([CH2:4][P:5]([O:6][CH2:7][CH3:8])([O:9][CH2:10][CH3:11])=[O:12])[CH3:13])[N:21]([O:20][C:18]([O:17][CH2:15][CH3:16])=[O:19])[C:22]([O:23][CH2:24][CH3:25])=[O:26]. Reactants: ClCC1=CC=CC2=CC=CC=C12 (1-chloromethyl naphthalene), CC(=C)C(=O)NCCCN(C)C (DMAPMA), COC1=CC=C(C=C1)O (MEHQ). Run in CC(=O)C (acetone). The product is ClCC1=CC=CC2=CC=CC=C12.CN(CCCNC(C(=C)C)=O)C (N-[3-(dimethylamino)propyl]methacrylamide 1-chloromethylnaphthalene). As a reaction SMILES: [Cl:1][CH2:2][C:3]1[C:12]2[C:7](=[CH:8][CH:9]=[CH:10][CH:11]=2)[CH:6]=[CH:5][CH:4]=1.[CH3:13][C:14]([C:16]([NH:18][CH2:19][CH2:20][CH2:21][N:22]([CH3:24])[CH3:23])=[O:17])=[CH2:15].COC1C=CC(O)=CC=1>CC(C)=O>[Cl:1][CH2:2][C:3]1[C:12]2[C:7](=[CH:8][CH:9]=[CH:10][CH:11]=2)[CH:6]=[CH:5][CH:4]=1.[CH3:24][N:22]([CH3:23])[CH2:21][CH2:20][CH2:19][NH:18][C:16](=[O:17])[C:14]([CH3:15])=[CH2:13] |f:4.5|. Reported procedure: A 100 ml flask is charged with 1-chloromethyl naphthalene (7.06 g, 40 mmol), DMAPMA (7.48 g, 44 mmol), MEHQ (0.1 g) and acetone (50 ml). The mixture is heated at reflux for 4 hours. The solvent is then removed under vacuum and the resulting gooey DMAPMA.MNQ solidifies upon standing at room temperature. Yields the product Oc1cc2c(c(F)c1F)OCCC2. The reactants are C1CCOC1, COB(OC)OC, [Li]CCCC, CC(=O)O, Cl, Fc1ccc2c(c1F)OCCC2, O, OO. RXN SMILES: [CH2:28]1[O:29][CH2:30][CH2:31][CH2:32]1.[CH3:18][O:19][B:20]([O:21][CH3:22])[O:23][CH3:24].[CH3:1][CH2:2][CH2:3][CH2:4][Li:5].[CH3:34][C:35](=[O:36])[OH:37].[ClH:27].[F:6][c:7]1[cH:8][cH:9][c:10]2[c:15]([c:16]1[F:17])[O:14][CH2:13][CH2:12][CH2:11]2.[OH2:33].[OH:25][OH:26]>>[F:6][c:7]1[c:8]([OH:19])[cH:9][c:10]2[c:15]([c:16]1[F:17])[O:14][CH2:13][CH2:12][CH2:11]2. Reactants: Amine, C(=O)(Cl)Cl (phosgene), oxime, Na--alcohol, CC1C(C(CCC1)C)N (2,6-dimethylcyclohexylamine). The solvent is ClC1=C(C=CC=C1)Cl (o-dichlorobenzene). Yields the product CC1C(C(CCC1)C)N=C=O (2,6-dimethylcyclohexylisocyanate). As a reaction SMILES: [CH3:1][CH:2]1[CH2:7][CH2:6][CH2:5][CH:4]([CH3:8])[CH:3]1[NH2:9].[C:10](Cl)(Cl)=[O:11]>ClC1C=CC=CC=1Cl>[CH3:1][CH:2]1[CH2:7][CH2:6][CH2:5][CH:4]([CH3:8])[CH:3]1[N:9]=[C:10]=[O:11]. Procedure: The thus formed oxime is thereafter reduced in the presence of a Na--alcohol couple to 2,6-dimethylcyclohexylamine at a temperature in the range 0° to 80° C. at 1-5 atmospheres pressure: ##STR10## Amine is then dissolved in o-dichlorobenzene and in the presence of excess phosgene with the reaction being performed in two temperature stages with the first temperature stage in the range -20° to 20° C. and the second from 20° to 200° C. with pressures ranging from 1 to 15 atmospheres to form 2,6-dim... The reactants are FC(C(=O)OCC)(F)F (Ethyl trifluoroacetate), C1(=CC=CC=C1)NCCN (N1-phenylethane-1,2-diamine). The solvent is C1CCOC1 (THF). The product is FC(C(=O)NCCNC1=CC=CC=C1)(F)F (2,2,2-Trifluoro-N-(2-phenylamino-ethyl)-acetamide). The yield is 114.4%. RXN SMILES: [F:1][C:2]([F:9])([F:8])[C:3]([O:5]CC)=O.[C:10]1([NH:16][CH2:17][CH2:18][NH2:19])[CH:15]=[CH:14][CH:13]=[CH:12][CH:11]=1>C1COCC1>[F:9][C:2]([F:1])([F:8])[C:3]([NH:19][CH2:18][CH2:17][NH:16][C:10]1[CH:15]=[CH:14][CH:13]=[CH:12][CH:11]=1)=[O:5]. Reported procedure: Ethyl trifluoroacetate [383-63-1] (5.5 mL, 46.1 mmol) was added to a stirred, 0° C., solution of N1-phenylethane-1,2-diamine [1664-40-0] (5.0 mL, 38.4 mmol) in THF (125 mL) and was allowed to stir and warm to ambient temperature under N2 blanket over 17 h then was partitioned between brine and ethyl acetate. The extract was dried (MgSO4) and evaporated to provide 10.2 g of clear dark yellow liquid. LRMS (ESI) m/z 232.9 [(M+H)]+, calc'd for C10H11F3N2O: 232.21. The reactants are C, CCOC(=O)c1cccc2c(=O)cc(-c3cccc(OCc4ccccc4)c3)oc12, CO, O=C[O-], [NH4+], [Pd]. The product is CCOC(=O)c1cccc2c(=O)cc(-c3cccc(O)c3)oc12. RXN SMILES: [C:37].[CH2:1]([c:2]1[cH:3][cH:4][cH:5][cH:6][cH:7]1)[O:8][c:9]1[cH:10][c:11](-[c:12]2[o:13][c:14]3[c:15]([C:23](=[O:24])[O:25][CH2:26][CH3:27])[cH:16][cH:17][cH:18][c:19]3[c:20](=[O:22])[cH:21]2)[cH:28][cH:29][cH:30]1.[CH3:35][OH:36].[CH:31]([O-:32])=[O:33].[NH4+:34].[Pd:38]>>[OH:8][c:9]1[cH:10][c:11](-[c:12]2[o:13][c:14]3[c:15]([C:23](=[O:24])[O:25][CH2:26][CH3:27])[cH:16][cH:17][cH:18][c:19]3[c:20](=[O:22])[cH:21]2)[cH:28][cH:29][cH:30]1.